From a dataset of the Open Reaction Database (ORD), a public repository of structured organic reaction records. describe an organic reaction: reactants, conditions, products, and yield The reactants are O=C([O-])[O-], CC#N, Clc1ccc2nc(Cl)cnc2c1, [K+], [K+], COC(=O)C(C)Oc1ccc(O)cc1. Yields the product COC(=O)C(C)Oc1ccc(Oc2cnc3cc(Cl)ccc3n2)cc1. As a reaction SMILES: [C:27](=[O:28])([O-:29])[O-:30].[CH3:33][C:34]#[N:35].[Cl:1][c:2]1[n:3][c:4]2[cH:5][cH:6][c:7]([Cl:12])[cH:8][c:9]2[n:10][cH:11]1.[K+:31].[K+:32].[OH:13][c:14]1[cH:15][cH:16][c:17]([O:18][CH:19]([C:20](=[O:21])[O:22][CH3:23])[CH3:24])[cH:25][cH:26]1>>[c:2]1([O:13][c:14]2[cH:15][cH:16][c:17]([O:18][CH:19]([C:20](=[O:21])[O:22][CH3:23])[CH3:24])[cH:25][cH:26]2)[n:3][c:4]2[cH:5][cH:6][c:7]([Cl:12])[cH:8][c:9]2[n:10][cH:11]1. Reactants: [H-].[Na+] (sodium hydride), C(CCCCCCCCCCC)Br (lauryl bromide), CN(C=O)C (dimethylformamide), C(C#C)O (Propargyl alcohol), [H-].[Na+] (sodium hydride), CN(C=O)C (dimethylformamide), COCl (chloro methyl ether), ice water. Run at time 30 minute. Product: COCOCC#CCCCCCCCCCCCC (15-methoxymethoxy-13-pentadecyne). Reaction SMILES: [CH2:1]([OH:4])[C:2]#[CH:3].[H-].[Na+].[CH3:7][O:8]Cl.[CH2:10](Br)[CH2:11][CH2:12][CH2:13][CH2:14][CH2:15][CH2:16][CH2:17][CH2:18][CH2:19][CH2:20][CH3:21].[CH3:23]N(C)C=O>>[CH3:23][O:8][CH2:7][O:4][CH2:1][C:2]#[C:3][CH2:10][CH2:11][CH2:12][CH2:13][CH2:14][CH2:15][CH2:16][CH2:17][CH2:18][CH2:19][CH2:20][CH3:21] |f:1.2|. Procedure: Propargyl alcohol (3.00 g) was portionwise added to a mixed solution of 2.256 g of sodium hydride and 30 ml of dry dimethylformamide under ice-cooling under a nitrogen atmosphere. The mixture was stirred at room temperature for 30 minutes. The mixture was ice-cooled again and 5.175 g of chloro methyl ether was portionwise added thereto. The mixture was stirred at room temperature overnight. Then, 4.284 g of sodium hydride was added thereto under ice-cooling and the mixture was heated to room tem... As a reaction SMILES: [H-].[Na+].[C:3]([C:7]1[CH:8]=[C:9]([OH:17])[CH:10]=[C:11]([C:13]([CH3:16])([CH3:15])[CH3:14])[CH:12]=1)([CH3:6])([CH3:5])[CH3:4].[Br:18][C:19]1[CH:24]=[CH:23][CH:22]=[CH:21][C:20]=1Br>[Cu].CC(N(C)C)=O>[C:13]([C:11]1[CH:10]=[C:9]([CH:8]=[C:7]([C:3]([CH3:6])([CH3:5])[CH3:4])[CH:12]=1)[O:17][C:22]1[CH:23]=[CH:24][C:19]([Br:18])=[CH:20][CH:21]=1)([CH3:16])([CH3:15])[CH3:14] |f:0.1|. Reagents/catalysts: [Cu] (copper). The solvent is CC(=O)N(C)C (dimethylacetamide). Yields the product C(C)(C)(C)C=1C=C(OC2=CC=C(C=C2)Br)C=C(C1)C(C)(C)C (1-(3,5-di-tertiary butylphenoxy)-4-bromobenzene). Run at time 1 hour. Reactants: [H-].[Na+] (sodium hydride), resultant mixture, C(C)(C)(C)C=1C=C(C=C(C1)C(C)(C)C)O (3,5-di-tertiary butylphenol), BrC1=C(C=CC=C1)Br (dibromobenzene). Procedure details: To a suspension of 8.8 g. of 50% sodium hydride (mineral oil dispersion) in 320 ml. of dry dimethylacetamide is added, in portions over 15 minutes with vigorous stirring, 32 g. of 3,5-di-tertiary butylphenol, during which the reaction mixture is cooled with an icebath to moderate the internal temperature. The reaction mixture is then stirred at room temperature for 1 hour, after which is added 75.2 g. of dibromobenzene and 800 mg. of copper powder. The resultant mixture is refluxed for 8 hours, ... The reactants are C(C)(C)(C)OC(=O)N1CCC(CC1)C(O)C1=CC=C(C=C1)Br (4-[(4-bromo-phenyl)-hydroxy-methyl]-piperidine-1-carboxylic acid tert-butyl ester), [H-].[Na+] (NaH), ClC1=NC(=CC=C1)Cl (2,6-Dichloropyridine). Solvent: CN(C)C=O (DMF). Reaction conditions: time 10 minute. The product is C(C)(C)(C)OC(=O)N1CCC(CC1)C(OC1=NC(=CC=C1)Cl)C1=CC=C(C=C1)Br (4-[(4-bromo-phenyl)-(6-chloro-pyridin-2-yloxy)-methyl]-piperidine-1-carboxylic acid tert-butyl ester), solid. The yield is 96.0%. Reaction SMILES: [C:1]([O:5][C:6]([N:8]1[CH2:13][CH2:12][CH:11]([CH:14]([C:16]2[CH:21]=[CH:20][C:19]([Br:22])=[CH:18][CH:17]=2)[OH:15])[CH2:10][CH2:9]1)=[O:7])([CH3:4])([CH3:3])[CH3:2].[H-].[Na+].[Cl:25][C:26]1[CH:31]=[CH:30][CH:29]=[C:28](Cl)[N:27]=1>CN(C=O)C>[C:1]([O:5][C:6]([N:8]1[CH2:9][CH2:10][CH:11]([CH:14]([C:16]2[CH:21]=[CH:20][C:19]([Br:22])=[CH:18][CH:17]=2)[O:15][C:28]2[CH:29]=[CH:30][CH:31]=[C:26]([Cl:25])[N:27]=2)[CH2:12][CH2:13]1)=[O:7])([CH3:4])([CH3:2])[CH3:3] |f:1.2|. Procedure details: To a solution of 4-[(4-bromo-phenyl)-hydroxy-methyl]-piperidine-1-carboxylic acid tert-butyl ester (1.03 g, 2.78 mmol) in DMF (14 mL) was added NaH (60% in mineral oil, 278 mg, 6.95 mmol) and the mixture was stirred at room temperature for 10 minutes. 2,6-Dichloropyridine (1.23 g, 8.34 mmol) was added and the mixture was heated at 70° C. for 3 hours. Standard work-up and purification afforded 4-[(4-bromo-phenyl)-(6-chloro-pyridin-2-yloxy)-methyl]-piperidine-1-carboxylic acid tert-butyl ester as ... The reactants are N1CC(C1)OC1=CC=C(CN2CC3(COC3)C2)C=C1 (6-(4-(Azetidin-3-yloxy)benzyl)-2-oxa-6-azaspiro[3.3]heptane), C1(=CC=CC=C1)C1=NN=C(O1)C(=O)OCC (ethyl 5-phenyl-1,3,4-oxadiazole-2-carboxylate). The solvent is CS(=O)C (DMSO). Reaction conditions: temperature 120 celsius, time 4 hour. Product: C1OCC12CN(C2)CC2=CC=C(OC1CN(C1)C(=O)C=1OC(=NN1)C1=CC=CC=C1)C=C2 ((3-(4-(2-Oxa-6-azaspiro[3.3]heptan-6-ylmethyl)phenoxy)azetidin-1-yl)(5-phenyl-1,3,4-oxadiazol-2-yl)methanone). Yield: 60.3%. As a reaction SMILES: [NH:1]1[CH2:4][CH:3]([O:5][C:6]2[CH:19]=[CH:18][C:9]([CH2:10][N:11]3[CH2:17][C:13]4([CH2:16][O:15][CH2:14]4)[CH2:12]3)=[CH:8][CH:7]=2)[CH2:2]1.[C:20]1([C:26]2[O:30][C:29]([C:31](OCC)=[O:32])=[N:28][N:27]=2)[CH:25]=[CH:24][CH:23]=[CH:22][CH:21]=1>CS(C)=O>[CH2:16]1[C:13]2([CH2:12][N:11]([CH2:10][C:9]3[CH:18]=[CH:19][C:6]([O:5][CH:3]4[CH2:4][N:1]([C:31]([C:29]5[O:30][C:26]([C:20]6[CH:21]=[CH:22][CH:23]=[CH:24][CH:25]=6)=[N:27][N:28]=5)=[O:32])[CH2:2]4)=[CH:7][CH:8]=3)[CH2:17]2)[CH2:14][O:15]1. Procedure details: 3B (0.30 g, 1.15 mmol) was mixed with ethyl 5-phenyl-1,3,4-oxadiazole-2-carboxylate (0.30 g, 1.38 mmol) in a microwave vial and sealed. The solid mixture was melted in a preheated oil bath and stirred at 120° C. for 4 h. DMSO (2 mL) was added and the mixture was filtered, and then purified by preparative RP HPLC (gradient: 15-55% acetonitrile over 25 min, 0.2% ammonia buffer). The pure fractions were combined and then evaporated. Dichloromethane was added and the solution was dried (phase separa... The reactants are FC1=CC=C(C=C1)C1=CN(C2=CC=C(C=C12)C(F)(F)F)C1CCN(CC1)CCN1C(NCC1)=O (3-(4-Fluorophenyl)-1-[1-[2-(imidazolidin-2-on-1-yl)ethyl]-4-piperidyl]-5-trifluoromethyl-1H-indole), N1(C(NCC1)=O)CCN1CCC(CC1)N1C(=C(C2=CC=CC=C12)C1=CC=CC=C1)C (1-[1-[2-(Imidazolidin-2-on-1-yl)ethyl]-4-piperidyl]-2-methyl-3-phenyl-1H-indole). The product is CC=1N(C2=CC=C(C=C2C1C1=CC=C(C=C1)F)C)C1CCN(CC1)CCN1C(NCC1)=O (2,5-Dimethyl-3-(4-fluorophenyl)-1-[1-[2-(imidazolidin-2-on-1-yl)ethyl]-4-piperidyl]-1H-indole). RXN SMILES: [F:1][C:2]1[CH:7]=[CH:6][C:5]([C:8]2[C:16]3[C:11](=[CH:12][CH:13]=[C:14]([C:17](F)(F)F)[CH:15]=3)[N:10]([CH:21]3[CH2:26][CH2:25][N:24]([CH2:27][CH2:28][N:29]4[CH2:33][CH2:32][NH:31][C:30]4=[O:34])[CH2:23][CH2:22]3)[CH:9]=2)=[CH:4][CH:3]=1.N1(CCN2CCC(N3C4C(=CC=CC=4)C(C4C=CC=CC=4)=C3C)CC2)CCN[C:36]1=O>>[CH3:36][C:9]1[N:10]([CH:21]2[CH2:26][CH2:25][N:24]([CH2:27][CH2:28][N:29]3[CH2:33][CH2:32][NH:31][C:30]3=[O:34])[CH2:23][CH2:22]2)[C:11]2[C:16]([C:8]=1[C:5]1[CH:4]=[CH:3][C:2]([F:1])=[CH:7][CH:6]=1)=[CH:15][C:14]([CH3:17])=[CH:13][CH:12]=2. Procedure: In a corresponding manner the following indole derivatives were prepared: 3-(4-Fluorophenyl)-1-[1-[2-(imidazolidin-2-on-1-yl)ethyl]-4-piperidyl]-5-trifluoromethyl-1H-indole 7b, mp 182°-186° C 1-[1-[2-(Imidazolidin-2-on-1-yl)ethyl]-4-piperidyl]-2-methyl-3-phenyl-1H-indole 7c, mp 179°-183° C. Yields the product O=C(Nc1nc2cccc(NC3CCC(O)CC3)n2n1)c1cccnc1. RXN SMILES: [CH2:38]([OH:39])[CH2:40][CH2:41][CH3:42].[CH:29]([N:30]([CH2:31][CH3:32])[CH:33]([CH3:34])[CH3:35])([CH3:36])[CH3:37].[Cl:1][c:2]1[cH:3][cH:4][cH:5][c:6]2[n:7]1[n:8][c:9]([NH:11][C:12]([c:13]1[cH:14][n:15][cH:16][cH:17][cH:18]1)=[O:19])[n:10]2.[ClH:20].[NH2:21][CH:22]1[CH2:23][CH2:24][CH:25]([OH:28])[CH2:26][CH2:27]1>>[c:2]1([NH:21][CH:22]2[CH2:23][CH2:24][CH:25]([OH:28])[CH2:26][CH2:27]2)[cH:3][cH:4][cH:5][c:6]2[n:7]1[n:8][c:9]([NH:11][C:12]([c:13]1[cH:14][n:15][cH:16][cH:17][cH:18]1)=[O:19])[n:10]2. Reactants: CCCCO, CCN(C(C)C)C(C)C, O=C(Nc1nc2cccc(Cl)n2n1)c1cccnc1, Cl, NC1CCC(O)CC1. Reactants: BrC=1C=CC(=C(C1)S(=O)(=O)NC1=NC=C(C=C1)C(F)(F)F)Cl (5-bromo-2-chloro-N-(5-trifluoromethyl-pyridin-2-yl)-benzenesulfonamide), CC1=NC(=NC=C1B1OC(C(O1)(C)C)(C)C)N (4-methyl-5-(4,4,5,5-tetramethyl-[1,3,2]dioxaborolan-2-yl]-pyrimidin-2-ylamine), CC1=NC(=NC=C1B1OC(C(O1)(C)C)(C)C)N (4-methyl-5-(4,4,5,5-tetramethyl-[1,3,2]dioxaborolan-2-yl]-pyrimidin-2-ylamine), C(=O)([O-])[O-].[Na+].[Na+] (Na2CO3), C(Cl)Cl (DCM). Reagents/catalysts: C1=CC=C(C=C1)P([C-]2C=CC=C2)C3=CC=CC=C3.C1=CC=C(C=C1)P([C-]2C=CC=C2)C3=CC=CC=C3.Cl[Pd]Cl.[Fe+2] (PdCl2(dppf)). The solvent is COCCOC (DME), C(C)(=O)OCC (ethyl acetate). Yields the product NC1=NC=C(C(=N1)C)C=1C=CC(=C(C1)S(=O)(=O)NC1=NC=C(C=C1)C(F)(F)F)Cl (5-(2-Amino-4-methyl-pyrimidin-5-yl)-2-chloro-N-(5-trifluoromethyl-pyridin-2-yl)benzenesulfonamide). Reaction SMILES: Br[C:2]1[CH:3]=[CH:4][C:5]([Cl:22])=[C:6]([S:8]([NH:11][C:12]2[CH:17]=[CH:16][C:15]([C:18]([F:21])([F:20])[F:19])=[CH:14][N:13]=2)(=[O:10])=[O:9])[CH:7]=1.[CH3:23][C:24]1[C:29](B2OC(C)(C)C(C)(C)O2)=[CH:28][N:27]=[C:26]([NH2:39])[N:25]=1.C([O-])([O-])=O.[Na+].[Na+].C(Cl)Cl>C(OCC)(=O)C.C1C=CC(P(C2C=CC=CC=2)[C-]2C=CC=C2)=CC=1.C1C=CC(P(C2C=CC=CC=2)[C-]2C=CC=C2)=CC=1.Cl[Pd]Cl.[Fe+2].COCCOC>[NH2:39][C:26]1[N:25]=[C:24]([CH3:23])[C:29]([C:2]2[CH:3]=[CH:4][C:5]([Cl:22])=[C:6]([S:8]([NH:11][C:12]3[CH:17]=[CH:16][C:15]([C:18]([F:21])([F:20])[F:19])=[CH:14][N:13]=3)(=[O:10])=[O:9])[CH:7]=2)=[CH:28][N:27]=1 |f:2.3.4,7.8.9.10|. Reported procedure: A 5 ml microwave tube is charged with 5-bromo-2-chloro-N-(5-trifluoromethyl-pyridin-2-yl)-benzenesulfonamide (0.067 g, 0.16 mmol) and DME (degassed 3 ml), 4-methyl-5-(4,4,5,5-tetramethyl-[1,3,2]dioxaborolan-2-yl]-pyrimidin-2-ylamine (Intermediate G) (0.0535 g, 0.19 mmol), 2 M aqueous Na2CO3 solution (640 μl) and PdCl2(dppf).DCM (0.00448 g, 5.4 μmol) and the mixture is heated using microwave radiation at 110° C. for 15 min. After cooling to room temperature the mixture is taken up in ethyl acetat... Yields the product CCC(=O)c1ccc(C(C)C)cc1. Reactants: [Al+3], CCC(=O)O, CC(C)c1ccccc1, [Cl-], [Cl-], [Cl-], [Cl-], ClCCCl, Cl, O. RXN SMILES: [Al+3:2].[C:6]([CH2:7][CH3:8])(=[O:9])[OH:10].[CH3:11][CH:12]([CH3:13])[c:14]1[cH:15][cH:16][cH:17][cH:18][cH:19]1.[Cl-:1].[Cl-:3].[Cl-:4].[Cl-:5].[Cl:22][CH2:23][CH2:24][Cl:25].[ClH:20].[OH2:21]>>[C:6]([CH2:7][CH3:8])(=[O:10])[c:17]1[cH:16][cH:15][c:14]([CH:12]([CH3:11])[CH3:13])[cH:19][cH:18]1.